This data is from the Open Reaction Database (ORD), a public repository of structured organic reaction records. The task is: describe an organic reaction: reactants, conditions, products, and yield The reactants are FC=1C2=C(C(=NC1)N)N=CN2[C@@H]2C(C[C@H]1OC(O[C@H]12)(C)C)F (7-fluoro-1-((3aS,4S,6aR)-5-fluoro-2,2-dimethyltetrahydro-3aH-cyclopenta [d][1,3]dioxol-4-yl)-1H-imidazo[4,5-c]pyridin-4-amine), Cl (HCl). The solvent is CO (MeOH). Yields the product NC1=NC=C(C2=C1N=CN2[C@H]2[C@@H]([C@@H](CC2F)O)O)F ((1R,2S,3S)-3-(4-amino-7-fluoro-1H-imidazo[4,5-c]pyridin-1-yl)-4-fluorocyclopentane-1,2-diol), Cl (HCl). RXN SMILES: [F:1][C:2]1[C:3]2[N:11]([C@H:12]3[C@H:19]4[C@H:15]([O:16]C(C)(C)[O:18]4)[CH2:14][CH:13]3[F:22])[CH:10]=[N:9][C:4]=2[C:5]([NH2:8])=[N:6][CH:7]=1.[ClH:23]>CO>[NH2:8][C:5]1[C:4]2[N:9]=[CH:10][N:11]([C@@H:12]3[CH:13]([F:22])[CH2:14][C@@H:15]([OH:16])[C@H:19]3[OH:18])[C:3]=2[C:2]([F:1])=[CH:7][N:6]=1.[ClH:23]. Procedure: 7-fluoro-1-((3aS,4S,6aR)-5-fluoro-2,2-dimethyltetrahydro-3aH-cyclopenta [d][1,3]dioxol-4-yl)-1H-imidazo[4,5-c]pyridin-4-amine (5-12) (30 mg, 0.1 mmol, 1 equiv) was dissolved in MeOH (1 mL) and concentrated HCl (200 uL) was added. After disappearance of the starting material, the mixture was concentrated to afford (1R,2S,3S)-3-(4-amino-7-fluoro-1H-imidazo[4,5-c]pyridin-1-yl)-4-fluorocyclopentane-1,2-diol (5-13) as a white solid of the bis-HCl salt. 1H NMR (500 MHz, CD3OD): δ 8.59 (s, 1H); 7.82 (d... The reactants are [H-].[Na+] (NaH), ClC=1C=C(C(=C(C(=O)OC)C1)C)NC1CCCC1 (Methyl 5-chloro-3-(cyclopentylamino)-2-methylbenzoate), C(C=C)Br (allyl bromide). Solvent: CN(C)C=O (DMF). Reaction conditions: temperature 0 celsius, time 4 hour. Product: C(C=C)N(C=1C(=C(C(=O)OC)C=C(C1)Cl)C)C1CCCC1 (methyl 3-(allyl(cyclopentyl)amino)-5-chloro-2-methylbenzoate). Isolated yield 29.1%. RXN SMILES: [Cl:1][C:2]1[CH:3]=[C:4]([NH:13][CH:14]2[CH2:18][CH2:17][CH2:16][CH2:15]2)[C:5]([CH3:12])=[C:6]([CH:11]=1)[C:7]([O:9][CH3:10])=[O:8].[H-].[Na+].[CH2:21](Br)[CH:22]=[CH2:23]>CN(C=O)C>[CH2:23]([N:13]([CH:14]1[CH2:18][CH2:17][CH2:16][CH2:15]1)[C:4]1[C:5]([CH3:12])=[C:6]([CH:11]=[C:2]([Cl:1])[CH:3]=1)[C:7]([O:9][CH3:10])=[O:8])[CH:22]=[CH2:21] |f:1.2|. Reported procedure: Methyl 5-chloro-3-(cyclopentylamino)-2-methylbenzoate (1.2 g, 4.46 mmol) was dissolved in DMF (12 mL) and cooled to 0° C. NaH (0.21 g, 8.92 mmol) was added after 10 minutes and allyl bromide (1.07 g, 8.9 mmol) was added. The reaction mixture was stirred at room temperature for 4 h and then heated at 80 0° C. for 18 h. The reaction was quenched with ice water and extracted with ethyl acetate. Combined organic layers were dried, concentrated giving crude methyl 3-(allyl(cyclopentyl)amino)-5-chloro... Reactants: sodium t-amylate, [PH4+] (phosphonium), C1(=CC=CC=C1)C (toluene), O1P=CCC1 (oxaphospholene). Product: O1CC=CC2=CC=CC=C12 (chrom-3-ene). Reaction SMILES: [PH4+].[O:2]1[CH2:6][CH2:5][CH:4]=P1.[C:7]1(C)[CH:12]=[CH:11][CH:10]=[CH:9][CH:8]=1>>[O:2]1[C:12]2[C:7](=[CH:8][CH:9]=[CH:10][CH:11]=2)[CH:4]=[CH:5][CH2:6]1. Procedure details: The cyclisation is effected by dropwise addition of a solution of sodium t-amylate in toluene to the aforementioned phosphonium salt in suspension in the same solvent heated under reflux. After each addition, the yellow colouring of the phosphorane appears and then disappears almost immediately. After filtration of the sodium bromide, the toluene is evaporated and the 3-methyl chrom-3-ene is separated from the triphenyl phosphine oxide by a treatment with pentane. Starting materials: ClCCl, CC(Cc1ccc(OCC(=O)O)cc1)NS(=O)(=O)c1ccc(Cl)cc1, C1CCOC1, O=S(Cl)Cl. Yields the product CC(Cc1ccc(OCC(=O)Cl)cc1)NS(=O)(=O)c1ccc(Cl)cc1. Reaction SMILES: [CH2:26]([Cl:27])[Cl:28].[Cl:1][c:2]1[cH:3][cH:4][c:5]([S:8](=[O:9])(=[O:10])[NH:11][CH:12]([CH2:13][c:14]2[cH:15][cH:16][c:17]([O:18][CH2:19][C:20](=[O:21])[OH:22])[cH:23][cH:24]2)[CH3:25])[cH:6][cH:7]1.[O:29]1[CH2:30][CH2:31][CH2:32][CH2:33]1.[S:34]([Cl:35])([Cl:36])=[O:37]>>[Cl:1][c:2]1[cH:3][cH:4][c:5]([S:8](=[O:9])(=[O:10])[NH:11][CH:12]([CH2:13][c:14]2[cH:15][cH:16][c:17]([O:18][CH2:19][C:20](=[O:21])[Cl:27])[cH:23][cH:24]2)[CH3:25])[cH:6][cH:7]1.